From a dataset of the Open Reaction Database (ORD), a public repository of structured organic reaction records. describe an organic reaction: reactants, conditions, products, and yield Reactants: [BH4-], C1CCOC1, CCC(CC)(c1ccc(OCC(=O)C(C)(C)C)c(C)c1)c1cc2cc(OS(C)(=O)=O)ccc2o1, [Na+]. Yields the product CCC(CC)(c1ccc(OCC(O)C(C)(C)C)c(C)c1)c1cc2cc(OS(C)(=O)=O)ccc2o1. Reaction SMILES: [BH4-:35].[CH2:37]1[O:38][CH2:39][CH2:40][CH2:41]1.[CH3:1][C:2]([C:3]([CH2:4][O:5][c:6]1[c:7]([CH3:31])[cH:8][c:9]([C:12]([CH2:13][CH3:14])([CH2:15][CH3:16])[c:17]2[o:18][c:19]3[c:20]([cH:21]2)[cH:22][c:23]([O:26][S:27](=[O:28])(=[O:29])[CH3:30])[cH:24][cH:25]3)[cH:10][cH:11]1)=[O:32])([CH3:33])[CH3:34].[Na+:36]>>[CH3:1][C:2]([CH:3]([CH2:4][O:5][c:6]1[c:7]([CH3:31])[cH:8][c:9]([C:12]([CH2:13][CH3:14])([CH2:15][CH3:16])[c:17]2[o:18][c:19]3[c:20]([cH:21]2)[cH:22][c:23]([O:26][S:27](=[O:28])(=[O:29])[CH3:30])[cH:24][cH:25]3)[cH:10][cH:11]1)[OH:32])([CH3:33])[CH3:34].